This data is from the Open Reaction Database (ORD), a public repository of structured organic reaction records. The task is: describe an organic reaction: reactants, conditions, products, and yield The reactants are C(N)(=O)C1=CC=C(OC2=C(C=C3C(CCOC3=C2)C(=O)OC(C)(C)C)C#N)C=C1 (tert-Butyl 7-(4-carbamoylphenoxy)-6-cyanochroman-4-carboxylate), ClC1=NC=C(C=C1)Cl (2,5-dichloropyridine), CC(C)C1=CC(=C(C(=C1)C(C)C)C2=C(C=CC=C2)P(C3CCCCC3)C4CCCCC4)C(C)C (XPHOS), C([O-])([O-])=O.[Cs+].[Cs+] (cesium carbonate). The reagents and catalysts are C(C)(=O)[O-].[Pd+2].C(C)(=O)[O-] (palladium (II) acetate). The solvent is O1CCOCC1 (dioxane). Run at temperature 80 celsius. Product: ClC=1C=CC(=NC1)NC(=O)C1=CC=C(OC2=C(C=C3C(CCOC3=C2)C(=O)OC(C)(C)C)C#N)C=C1 (tert-butyl 7-(4-(5-chloropyridin-2-ylcarbamoyl)phenoxy)-6-cyanochroman-4-carboxylate). Yield: 13.0%. Reaction SMILES: [C:1]([C:4]1[CH:29]=[CH:28][C:7]([O:8][C:9]2[CH:18]=[C:17]3[C:12]([CH:13]([C:19]([O:21][C:22]([CH3:25])([CH3:24])[CH3:23])=[O:20])[CH2:14][CH2:15][O:16]3)=[CH:11][C:10]=2[C:26]#[N:27])=[CH:6][CH:5]=1)(=[O:3])[NH2:2].Cl[C:31]1[CH:36]=[CH:35][C:34]([Cl:37])=[CH:33][N:32]=1.CC(C1C=C(C(C)C)C(C2C=CC=CC=2P(C2CCCCC2)C2CCCCC2)=C(C(C)C)C=1)C.C(=O)([O-])[O-].[Cs+].[Cs+]>O1CCOCC1.C([O-])(=O)C.[Pd+2].C([O-])(=O)C>[Cl:37][C:34]1[CH:35]=[CH:36][C:31]([NH:2][C:1]([C:4]2[CH:5]=[CH:6][C:7]([O:8][C:9]3[CH:18]=[C:17]4[C:12]([CH:13]([C:19]([O:21][C:22]([CH3:23])([CH3:24])[CH3:25])=[O:20])[CH2:14][CH2:15][O:16]4)=[CH:11][C:10]=3[C:26]#[N:27])=[CH:28][CH:29]=2)=[O:3])=[N:32][CH:33]=1 |f:3.4.5,7.8.9|. Procedure details: tert-Butyl 7-(4-carbamoylphenoxy)-6-cyanochroman-4-carboxylate (30 mg, 0.076 mmol), 2,5-dichloropyridine (12 mg, 0.084 mmol), XPHOS (7.3 mg, 0.015 mmol), palladium (II) acetate (1.7 mg, 0.0076 mmol) and cesium carbonate (62 mg, 0.19 mmol) were diluted with dioxane (600 μL) in a 1 mL vial. The reaction was purged with argon for 3 minutes, capped and heated at 80° C. for 12 hours. The reaction was cooled and loaded directly onto a biotage 25 column and eluted with 5% ethyl acetate/hexanes to 75% e... The reactants are C(C)(C)(C)OC(=O)N1C(CCC1)(CCC)C(O)C1=NC(=C(C=C1)Cl)Cl (2-[(5,6-dichloro-pyridin-2-yl)-hydroxy-methyl]-2-propyl-pyrrolidine-1-carboxylic acid tert-butyl ester). The solvent is C(Cl)Cl (DCM). Reaction conditions: time 1 hour. Product: C(C)(C)(C)OC(=O)N1C(CCC1)(CCC)C(=O)C1=NC(=C(C=C1)Cl)Cl (2-(5,6-dichloro-pyridine-2-carbonyl)-2-propyl-pyrrolidine-1-carboxylic acid tert-butyl ester). Isolated yield 97.7%. RXN SMILES: [C:1]([O:5][C:6]([N:8]1[CH2:12][CH2:11][CH2:10][C:9]1([CH:16]([C:18]1[CH:23]=[CH:22][C:21]([Cl:24])=[C:20]([Cl:25])[N:19]=1)[OH:17])[CH2:13][CH2:14][CH3:15])=[O:7])([CH3:4])([CH3:3])[CH3:2]>C(Cl)Cl>[C:1]([O:5][C:6]([N:8]1[CH2:12][CH2:11][CH2:10][C:9]1([C:16]([C:18]1[CH:23]=[CH:22][C:21]([Cl:24])=[C:20]([Cl:25])[N:19]=1)=[O:17])[CH2:13][CH2:14][CH3:15])=[O:7])([CH3:2])([CH3:3])[CH3:4]. Procedure details: To a stirred solution of 2-[(5,6-dichloro-pyridin-2-yl)-hydroxy-methyl]-2-propyl-pyrrolidine-1-carboxylic acid tert-butyl ester (0.288 g, 0.742 mmol) in DCM (12 mL) at 0° C. under nitrogen was added DMP (0.315 g, 0.742 mmol) in a single portion. The reaction mixture was stirred for one hour, then was quenched with a 1:1 mixture of 10% aqueous Na2S2O3 and saturated aqueous NaHCO3 (50 mL), and extracted with DCM (3×30 mL). The combined oraganic phases were concentrated in vacuo to give 2-(5,6-dich...